From a dataset of the Open Reaction Database (ORD), a public repository of structured organic reaction records. describe an organic reaction: reactants, conditions, products, and yield Starting materials: ClC1=C(C=CC=C1)N1C(NC2=NC(=NC=C2C1)S(=O)(=O)CC1=CC=CC=C1)=O (3-(2-chlorophenyl)-7-benzylsulfonyl-3,4-dihydropyrimido[4,5-d]-pyrimidin-2(1H)-one), C(C)(C)(C)OC(=O)N1CCC(CC1)CN (N-tert-butoxycarbonyl-4-aminomethylpiperidine), CN1C(CCC1)=O (1-methyl-2-pyrrolidinone). The solvent is C(C)(=O)OCC (ethyl acetate). Reaction conditions: temperature 105 celsius. Product: ClC1=C(C=CC=C1)N1C(NC2=NC(=NC=C2C1)NCC1CCN(CC1)C(=O)OC(C)(C)C)=O (3-(2-chlorophenyl)-7-[(1-tert-butoxycarbony-piperidin-4-ylmethyl)amino]-3,4-dihydropyrimido[4,5-d]pyrimidin-2(1H)-one). Isolated yield 90.1%. As a reaction SMILES: [Cl:1][C:2]1[CH:7]=[CH:6][CH:5]=[CH:4][C:3]=1[N:8]1[CH2:17][C:16]2[C:11](=[N:12][C:13](S(CC3C=CC=CC=3)(=O)=O)=[N:14][CH:15]=2)[NH:10][C:9]1=[O:28].[C:29]([O:33][C:34]([N:36]1[CH2:41][CH2:40][CH:39]([CH2:42][NH2:43])[CH2:38][CH2:37]1)=[O:35])([CH3:32])([CH3:31])[CH3:30].CN1CCCC1=O>C(OCC)(=O)C>[Cl:1][C:2]1[CH:7]=[CH:6][CH:5]=[CH:4][C:3]=1[N:8]1[CH2:17][C:16]2[C:11](=[N:12][C:13]([NH:43][CH2:42][CH:39]3[CH2:40][CH2:41][N:36]([C:34]([O:33][C:29]([CH3:32])([CH3:31])[CH3:30])=[O:35])[CH2:37][CH2:38]3)=[N:14][CH:15]=2)[NH:10][C:9]1=[O:28]. Procedure details: Sulfone 9.1 (2.24 g, 5.4 mmol) was combined with N-tert-butoxycarbonyl-4-aminomethylpiperidine (5.6 g, 16.2 mmol) and 1-methyl-2-pyrrolidinone (9 mL). The mixture was heated to 100-110° C. for 2 hours at which time it was cooled to room temperature and ethyl acetate was added. The resultant white solid was filtered and washed with ethyl acetate to give 2.3 g of 3-(2-chlorophenyl)-7-[(1-tert-butoxycarbony-piperidin-4-ylmethyl)amino]-3,4-dihydropyrimido[4,5-d]pyrimidin-2(1H)-one (MH+=473). Hydroge... Starting materials: O (water), C([O-])([O-])=O.[K+].[K+] (potassium carbonate), ICC(C)C (1-iodo-2-methylpropane), CC=1OC2=C(C1)C(=CC(=C2)C(=O)OC)O (2-Methyl-4-hydroxy-6-methoxycarbonylbenzofuran). The solvent is CN(C)C=O (DMF). Run at temperature 90 celsius, time 3 hour. Yields the product CC=1OC2=C(C1)C(=CC(=C2)C(=O)OC)OCC(C)C (2-Methyl-4-isobutoxy-6-methoxycarbonylbenzofuran). RXN SMILES: [CH3:1][C:2]1[O:3][C:4]2[CH:10]=[C:9]([C:11]([O:13][CH3:14])=[O:12])[CH:8]=[C:7]([OH:15])[C:5]=2[CH:6]=1.C(=O)([O-])[O-].[K+].[K+].I[CH2:23][CH:24]([CH3:26])[CH3:25].O>CN(C=O)C>[CH3:1][C:2]1[O:3][C:4]2[CH:10]=[C:9]([C:11]([O:13][CH3:14])=[O:12])[CH:8]=[C:7]([O:15][CH2:23][CH:24]([CH3:26])[CH3:25])[C:5]=2[CH:6]=1 |f:1.2.3|. Reported procedure: 2-Methyl-4-hydroxy-6-methoxycarbonylbenzofuran (Method 12; 412 mg, assumed 1.0 mmol) was stirred in anhydrous DMF (10 ml) and the solution treated sequentially with potassium carbonate (690 mg, 5 mmol, 5 eq) and 1-iodo-2-methylpropane (442 mg, 276 μl, 2.4 mmol, 2.4 eq). The reaction mixture was stirred at 90° C. for 3 hours, then cooled and poured into water; the resulting mixture was extracted twice with ethyl acetate, the extracts dried (MgSO4) and evaporated in vacuo to yield a brown oil. Thi... Starting materials: C(C)(C)(C)OC(N(C)C(C(=O)NC1=NC(=C(C=C1)N(C)S(=O)(=O)C1=CC=CC=C1)C#CC1=CC=CC=C1)C)=O (tert-butyl-N-[1-[[5-[benzenesulfonyl(methyl)amino]-6-(2-phenylethynyl)pyridin-2-yl]amino]-1-oxopropan-2-yl]-N-methylcarbamate), C(Cl)Cl.C(=O)(C(F)(F)F)O (DCM TFA). Solvent: C(Cl)Cl (DCM). Conditions: time 2 hour. The product is C1(=CC=CC=C1)S(=O)(=O)N(C=1C=CC(=NC1C#CC1=CC=CC=C1)NC(C(C)NC)=O)C (N-[5-[benzenesulfonyl(methyl)amino]-6-(2-phenylethynyl)pyridin-2-yl]-2-(methylamino)propanamide). As a reaction SMILES: C(O[C:6](=O)[N:7]([CH:9]([CH3:38])[C:10]([NH:12][C:13]1[CH:18]=[CH:17][C:16]([N:19]([S:21]([C:24]2[CH:29]=[CH:28][CH:27]=[CH:26][CH:25]=2)(=[O:23])=[O:22])[CH3:20])=[C:15]([C:30]#[C:31][C:32]2[CH:37]=[CH:36][CH:35]=[CH:34][CH:33]=2)[N:14]=1)=[O:11])C)(C)(C)C.C(Cl)Cl.C(O)(C(F)(F)F)=O>C(Cl)Cl>[C:24]1([S:21]([N:19]([CH3:20])[C:16]2[CH:17]=[CH:18][C:13]([NH:12][C:10](=[O:11])[CH:9]([NH:7][CH3:6])[CH3:38])=[N:14][C:15]=2[C:30]#[C:31][C:32]2[CH:33]=[CH:34][CH:35]=[CH:36][CH:37]=2)(=[O:22])=[O:23])[CH:25]=[CH:26][CH:27]=[CH:28][CH:29]=1 |f:1.2|. Reported procedure: A mixture of tert-butyl-N-[1-[[5-[benzenesulfonyl(methyl)amino]-6-(2-phenylethynyl)pyridin-2-yl]amino]-1-oxopropan-2-yl]-N-methylcarbamate F5a (25 mg) and DCM:TFA (9:1, 3 ml) is stirred at RT for 2 h. The mixture is diluted with DCM and extracted with a saturated aqueous solution of NaHCO3. The combined organic layers are dried over MgSO4 and concentrated in vacuo. The product is purified by RP HPLC. Yield: 7 mg. HPLC-MS: M+H=449; tR=1.49 min (*Method—1). Starting materials: BrC=1C=C2C=3CCCC(C3NC2=CC1)N[C@H](C)C1=CC=CC=C1 (6-bromo-N-[(1R)-1-phenylethyl]-2,3,4,9-tetrahydro-1H-carbazol-1-amine), C(C)NCC (diethyl amine), Cl (HCl). Solvent: CO (MeOH), CO (methanol). The product is Cl.BrC=1C=C2C=3CCC[C@@H](C3NC2=CC1)N[C@H](C)C1=CC=CC=C1 ((1S)-6-bromo-N-[(1R)-1-phenylethyl]-2,3,4,9-tetrahydro-1H-carbazol-1-amine hydrochloride salt). RXN SMILES: [Br:1][C:2]1[CH:3]=[C:4]2[C:12](=[CH:13][CH:14]=1)[NH:11][C:10]1[CH:9]([NH:15][C@@H:16]([C:18]3[CH:23]=[CH:22][CH:21]=[CH:20][CH:19]=3)[CH3:17])[CH2:8][CH2:7][CH2:6][C:5]2=1.C(NCC)C.[ClH:29]>CO>[ClH:29].[Br:1][C:2]1[CH:3]=[C:4]2[C:12](=[CH:13][CH:14]=1)[NH:11][C:10]1[C@@H:9]([NH:15][C@@H:16]([C:18]3[CH:23]=[CH:22][CH:21]=[CH:20][CH:19]=3)[CH3:17])[CH2:8][CH2:7][CH2:6][C:5]2=1 |f:4.5|. Procedure: (1S)-6-bromo-N-[(1R)-1-phenylethyl]-2,3,4,9-tetrahydro-1H-carbazol-1-amine hydrochloride salt was prepared by separation of diastereomeric 6-bromo-N-[(1R)-1-phenylethyl]-2,3,4,9-tetrahydro-1H-carbazol-1-amine by SFC (Berger Amino, Chiral Technologies, 10% methanol, (2% diethyl amine/10% chloroform) 1500 psi, 50° C., 2 mL/min, retention time: 19.8 min.) The oil obtained was converted to the HCl salt to give a white solid. [α]25=−4.3 (c 0.23, MeOH); 1H-NMR (DMSO-d6): δ 11.6 (s, 1H), 10.08 (s, 1H),... Starting materials: CCOC(=O)C(C)Oc1c(Cl)cccc1Cl, CN1CCOCC1, CCO, ClC(Cl)Cl, [Cl-], [Cl-], [Cl-], [Cl-], CC(Oc1c(Cl)cccc1Cl)C(N)=O, Cl, NCCN, N, C1CCOC1, [Ti+4]. Product: CC(Oc1c(Cl)cccc1Cl)C1=NCCN1. RXN SMILES: [CH2:1]([O:2][C:4](=[O:3])[CH:5]([CH3:6])[O:7][c:8]1[c:9]([Cl:15])[cH:10][cH:11][cH:12][c:13]1[Cl:14])[CH3:16].[CH3:32][N:33]1[CH2:34][CH2:35][O:36][CH2:37][CH2:38]1.[CH3:44][CH2:45][OH:46].[CH:47]([Cl:48])([Cl:49])[Cl:50].[Cl-:56].[Cl-:57].[Cl-:58].[Cl-:59].[Cl:18][c:19]1[cH:20][cH:21][cH:22][c:23]([Cl:24])[c:25]1[O:26][CH:27]([CH3:28])[C:29]([NH2:30])=[O:31].[ClH:39].[NH2:40][CH2:41][CH2:42][NH2:43].[NH3:17].[O:51]1[CH2:52][CH2:53][CH2:54][CH2:55]1.[Ti+4:60]>>[C:4]1([CH:5]([CH3:6])[O:7][c:8]2[c:9]([Cl:15])[cH:10][cH:11][cH:12][c:13]2[Cl:14])=[N:43][CH2:42][CH2:41][NH:40]1. The reactants are COC(C(Cl)(C1=CC=CC=C1)C1=CC=CC=C1)=O (diphenyl-α-chloroacetic acid methyl ester), CC=1NC=CN1 (2-methyl-imidazole). The solvent is C(C)#N (acetonitrile). Yields the product COC(C(C=1N=C(NC1)C)(C1=CC=CC=C1)C1=CC=CC=C1)=O (diphenyl-2-methyl-imidazolyl-acetic acid methyl ester). As a reaction SMILES: [CH3:1][O:2][C:3](=[O:18])[C:4]([C:12]1[CH:17]=[CH:16][CH:15]=[CH:14][CH:13]=1)([C:6]1[CH:11]=[CH:10][CH:9]=[CH:8][CH:7]=1)Cl.[CH3:19][C:20]1[NH:21][CH:22]=[CH:23][N:24]=1>C(#N)C>[CH3:1][O:2][C:3](=[O:18])[C:4]([C:12]1[CH:17]=[CH:16][CH:15]=[CH:14][CH:13]=1)([C:6]1[CH:11]=[CH:10][CH:9]=[CH:8][CH:7]=1)[C:22]1[N:21]=[C:20]([CH3:19])[NH:24][CH:23]=1. Procedure details: 13 g diphenyl-α-chloroacetic acid methyl ester (0.05 mole) are heated to the boil for 20 hours with 12.1 g 2-methyl-imidazole in 100 ml acetonitrile. The acetonitrile is distilled off in a vacuum. 200 ml of water are added to the residue, which is then taken up in 200 ml methylene chloride. The methylene chloride is extracted twice with, in each case, 150 ml of water, dried and distilled off in a vacuum. The residue is recrystallized from a little ethyl acetate. There is so obtained the diphenyl... Reactants: ClC=1C(C(=C(C(C1Cl)=O)C#N)C#N)=O (2,3-dichloro-5,6-dicyano-1,4-benzoquinone), CC=1N=C2N(CCC=3C(C[C@H](NC23)C2=CC=CC=C2)=O)C1C ((9S)-2,3-dimethyl-9-phenyl-5,6,7,8,9,10-hexahydroimidazo[1,2-h][1,7]naphthyridin-7-one), [OH-].[Na+] (sodium hydroxide), C(C)(=O)OCC (ethyl acetate). Run in C1(=CC=CC=C1)C (toluene), O1CCCC1 (tetrahydrofuran). Run at time 16 hour. The product is CC=1N=C2N(C=CC=3C(C[C@H](NC23)C2=CC=CC=C2)=O)C1C ((9S)-2,3-Dimethyl-9-phenyl-7,8,9,10-tetrahydroimidazo[1,2-h][1,7]naphthyridin-7-one). Isolated yield 31.2%. Reaction SMILES: [CH3:1][C:2]1[N:3]=[C:4]2[C:13]3[NH:12][C@H:11]([C:14]4[CH:19]=[CH:18][CH:17]=[CH:16][CH:15]=4)[CH2:10][C:9](=[O:20])[C:8]=3[CH2:7][CH2:6][N:5]2[C:21]=1[CH3:22].ClC1C(=O)C(C#N)=C(C#N)C(=O)C=1Cl.[OH-].[Na+].C(OCC)(=O)C>C1(C)C=CC=CC=1.O1CCCC1>[CH3:1][C:2]1[N:3]=[C:4]2[C:13]3[NH:12][C@H:11]([C:14]4[CH:19]=[CH:18][CH:17]=[CH:16][CH:15]=4)[CH2:10][C:9](=[O:20])[C:8]=3[CH:7]=[CH:6][N:5]2[C:21]=1[CH3:22] |f:2.3|. Procedure: 63.5 g (0.22 mol) of (9S)-2,3-dimethyl-9-phenyl-5,6,7,8,9,10-hexahydroimidazo[1,2-h][1,7]naphthyridin-7-one are dissolved in 250 ml of toluene and 250 ml of tetrahydrofuran, and cooled to 0° C. 59 g (0.26 mol) of 2,3-dichloro-5,6-dicyano-1,4-benzoquinone are introduced in portions of 10 g over a period of 1 h with mechanical stirring. The reaction mixture is stirred at room temperature for 16 h. 1.2 l of 0.5 N sodium hydroxide solution and 1 l of ethyl acetate are then added dropwise. The organi...